Dataset: the Open Reaction Database (ORD), a public repository of structured organic reaction records. Task: describe an organic reaction: reactants, conditions, products, and yield Reactants: COC([C@@H](NCC[C@@H]([C@H](CC(C)C)NC(=O)OC(C)(C)C)O)CC(C)C)=O (Nα -[4(S)-tert-Butoxycarbonylamino-3(S)-hydroxy-6-methylheptyl]-L-leucine methyl ester), [OH-].[Na+] (NaOH). The solvent is O1CCOCC1 (dioxane), O (H2O). Product: C(C)(C)(C)OC(=O)N[C@H]([C@H](CCN[C@@H](CC(C)C)C(=O)O)O)CC(C)C (Nα -[4(S)-tert-Butoxycarbonylamino-3(S)-hydroxy-6-methylheptyl]-L-leucine). Yield: 83.0%. As a reaction SMILES: C[O:2][C:3](=[O:27])[C@H:4]([CH2:23][CH:24]([CH3:26])[CH3:25])[NH:5][CH2:6][CH2:7][C@H:8]([OH:22])[C@@H:9]([NH:14][C:15]([O:17][C:18]([CH3:21])([CH3:20])[CH3:19])=[O:16])[CH2:10][CH:11]([CH3:13])[CH3:12].[OH-].[Na+]>O1CCOCC1.O>[C:18]([O:17][C:15]([NH:14][C@@H:9]([CH2:10][CH:11]([CH3:13])[CH3:12])[C@@H:8]([OH:22])[CH2:7][CH2:6][NH:5][C@H:4]([C:3]([OH:27])=[O:2])[CH2:23][CH:24]([CH3:25])[CH3:26])=[O:16])([CH3:21])([CH3:19])[CH3:20] |f:1.2|. Procedure details: 2 (700 mg) was dissolved in dioxane (8 ml), diluted with H2O (8 ml) and treated with four portions (2 ml each) of 1N NaOH (aqueous) over a 1.5 hour period. The aqueous dioxane was removed in vacuo and the white solid residue dissolved in H2O (10 ml). The product was precipitated by acidification with 1N HCl and collected by filtration to give 3 as a fine white powder (560 mg, 83% yield) after drying. The reactants are CC1=NC=CC=C1OS(=O)(=O)C(F)(F)F (trifluoro-methanesulfonic acid 2-methyl-pyridin-3-yl ester), ClC1=NC=C(C=C1)C#C (2-chloro-5-ethynyl-pyridine). Yields the product CC1=NC=CC=C1C#C (2-Methyl-3-ethynyl pyridine). RXN SMILES: [CH3:1][C:2]1[C:7](OS(C(F)(F)F)(=O)=O)=[CH:6][CH:5]=[CH:4][N:3]=1.Cl[C:17]1[CH:22]=CC(C#C)=CN=1>>[CH3:1][C:2]1[C:7]([C:17]#[CH:22])=[CH:6][CH:5]=[CH:4][N:3]=1. Procedure: 2-Methyl-3-ethynyl pyridine was prepared from trifluoro-methanesulfonic acid 2-methyl-pyridin-3-yl ester in the same manner as 2-chloro-5-ethynyl-pyridine (Example 1). Starting materials: ClC1=CC=C(C=C1)C1=NC(=NC=C1)S (4-(4-Chlorophenyl)pyrimidine-2-thiol), [OH-].[K+] (potassium hydroxide), IC (Iodomethane). Reaction conditions: time 30 minute. Yields the product ClC1=CC=C(C=C1)C1=NC(=NC=C1)SC (4-(4 Chlorophenyl)-2-methylthiopyrimidine). RXN SMILES: [Cl:1][C:2]1[CH:7]=[CH:6][C:5]([C:8]2[CH:13]=[CH:12][N:11]=[C:10]([SH:14])[N:9]=2)=[CH:4][CH:3]=1.[OH-].[K+].I[CH3:18]>>[Cl:1][C:2]1[CH:3]=[CH:4][C:5]([C:8]2[CH:13]=[CH:12][N:11]=[C:10]([S:14][CH3:18])[N:9]=2)=[CH:6][CH:7]=1 |f:1.2|. Reported procedure: 4-(4-Chlorophenyl)pyrimidine-2-thiol (1.2 g, 5.39 mmol) was taken in 10 ml of an aqueous potassium hydroxide (0.453 g, 5.39 mmol) solution. Iodomethane (503 μl, 5.39 mmol) was added at ambient temperature and the reaction mixture was allowed to stir for 30 minutes. The resulting white solid was collected via filtration and washed with minimal water and hexanes to provide the title compound: EI-MS (m/z) 237 [M+1]+. Reactants: FC1=CC(=C(C=C1F)C1=C(C=NC=C1)N(C(C1=CC(=CC(=C1)C(F)(F)F)F)=O)C)OC (N-[4-(4,5-Difluoro-2-methoxy-phenyl)-pyridin-3-yl]-3-fluoro-N-methyl-5-trifluoromethyl-benzamide), FC(C=1C=C(C(=O)O)C=C(N1)C(F)(F)F)(F)F (2,6-bis(trifluoromethyl)isonicotinic acid). The product is FC1=CC(=C(C=C1F)C1=C(C=NC=C1)N(C(C1=CC(=NC(=C1)C(F)(F)F)C(F)(F)F)=O)C)OC (N-[4-(4,5-Difluoro-2-methoxy-phenyl)-pyridin-3-yl]-N-methyl-2,6-bis-trifluoromethyl-isonicotinamide). As a reaction SMILES: [F:1][C:2]1[C:7]([F:8])=[CH:6][C:5]([C:9]2[CH:14]=[CH:13][N:12]=[CH:11][C:10]=2[N:15]([CH3:29])[C:16](=[O:28])[C:17]2[CH:22]=[C:21]([C:23]([F:26])([F:25])[F:24])C=C(F)[CH:18]=2)=[C:4]([O:30][CH3:31])[CH:3]=1.[F:32][C:33]([F:48])([F:47])[C:34]1C=C(C=C(C(F)(F)F)[N:42]=1)C(O)=O>>[F:1][C:2]1[C:7]([F:8])=[CH:6][C:5]([C:9]2[CH:14]=[CH:13][N:12]=[CH:11][C:10]=2[N:15]([CH3:29])[C:16](=[O:28])[C:17]2[CH:18]=[C:34]([C:33]([F:48])([F:47])[F:32])[N:42]=[C:21]([C:23]([F:24])([F:25])[F:26])[CH:22]=2)=[C:4]([O:30][CH3:31])[CH:3]=1. Procedure: The title compound was prepared in analogy to example 90, from [4-(4,5-difluoro-2-methoxy-phenyl)-pyridin-3-yl]-methyl-amine (example 130, intermediate) and 2,6-bis(trifluoromethyl)isonicotinic acid (Key Organics Ltd.) after a reaction time of 23 hours. The compound was purified by silica gel chromatography on a 20 g column using a MPLC system eluting with a gradient of n-heptane:EtOAc (100:0 to 0:100). Light brown solid (38%). MS (ESI): m/z=492.10 [M+H]+. Conditions: temperature 50 celsius. The solvent is C1=CC=CC=C1 (benzene), O1CCOCC1 (dioxane). Procedure details: 1.4 g. of 1-methyl-3-n-propyl-5-pyrazolone is dissolved in 10 ml. of dioxane with heating and then 1.5 g. of calcium hydroxide is added to the resulting solution. 1.75 g. of 2-chlorobenzoyl chloride is added dropwise with stirring at 50° C. After completion of the dropwise addition, the mixture is heated under reflux for 1 hour. After completion of the reaction, the reaction mixture is allowed to cool and 100 ml. of a 2 N hydrochloric acid solution is added thereto. The mixture is extracted with... Isolated yield 9.2%. As a reaction SMILES: [CH3:1][N:2]1[C:6](=[O:7])[CH:5]=[C:4]([CH2:8][CH2:9][CH3:10])[NH:3]1.[OH-].[Ca+2].[OH-].[Cl:14][C:15]1[CH:23]=[CH:22][CH:21]=[CH:20][C:16]=1[C:17](Cl)=O.Cl>C1C=CC=CC=1.O1CCOCC1>[CH3:1][N:2]1[C:6]([OH:7])=[C:5]([CH2:17][C:16]2[CH:20]=[CH:21][CH:22]=[CH:23][C:15]=2[Cl:14])[C:4]([CH2:8][CH2:9][CH3:10])=[N:3]1 |f:1.2.3|. The reactants are CN1NC(=CC1=O)CCC (1-methyl-3-n-propyl-5-pyrazolone), Cl (hydrochloric acid), [OH-].[Ca+2].[OH-] (calcium hydroxide), ClC1=C(C(=O)Cl)C=CC=C1 (2-chlorobenzoyl chloride). The product is CN1N=C(C(=C1O)CC1=C(C=CC=C1)Cl)CCC (1-Methyl-3-n-propyl-4-(2-chlorobenzyl)-5-hydroxypyrazole). The reactants are FC=1C=C(C=CC1OC)CC(C)=O (1-(3-Fluoro-4-methoxyphenyl)propan-2-one), ClCCl (dichloromethane), OC(CN)C1=CC(=CC=C1)Cl (2-hydroxy-2-(3-chlorophenyl)ethanamine), [BH4-].[Na+] (sodium borohydride). Solvent: CO.ClCCl (methanol dichloromethane), C(C)OCC (diethyl ether). The product is FC=1C=C(C=CC1OC)CC(C)NCC(C1=CC(=CC=C1)Cl)O (N-[2-(3-fluoro-4-methoxyphenyl)-1-methylethyl]-2-hydroxy-2-(3-chlorophenyl)ethanamine). RXN SMILES: [F:1][C:2]1[CH:3]=[C:4]([CH2:10][C:11](=O)[CH3:12])[CH:5]=[CH:6][C:7]=1[O:8][CH3:9].[OH:14][CH:15]([C:18]1[CH:23]=[CH:22][CH:21]=[C:20]([Cl:24])[CH:19]=1)[CH2:16][NH2:17].[BH4-].[Na+].ClCCl>CO.ClCCl.C(OCC)C>[F:1][C:2]1[CH:3]=[C:4]([CH2:10][CH:11]([NH:17][CH2:16][CH:15]([OH:14])[C:18]2[CH:23]=[CH:22][CH:21]=[C:20]([Cl:24])[CH:19]=2)[CH3:12])[CH:5]=[CH:6][C:7]=1[O:8][CH3:9] |f:2.3,5.6|. Procedure details: 1-(3-Fluoro-4-methoxyphenyl)propan-2-one (2.73 g) and 2-hydroxy-2-(3-chlorophenyl)ethanamine (2.58 g) were condensed and subsequently reduced with sodium borohydride (2.0 g) by a procedure analogous to that described in Example 1, except dichloromethane was used instead of ethyl acetate in the work-up. Chromatography of the residue on silica gel in 5% methanol-dichloromethane gave N-[2-(3-fluoro-4-methoxyphenyl)-1-methylethyl]-2-hydroxy-2-(3-chlorophenyl)ethanamine, mp 93°-5° C. (diethyl ether) ... Starting materials: N1CCCC1 (pyrrolidine), C1(CCCC1)N1CCC2=C(CC1)C=C(C=C2)OCC=2C=C(C(=O)O)C=CC2 (3-(3-cyclopentyl-2,3,4,5-tetrahydro-1H-benzo[d]azepin-7-yloxymethyl)-benzoic acid). Yields the product C1(CCCC1)N1CCC2=C(CC1)C=C(C=C2)OCC=2C=C(C=CC2)C(=O)N2CCCC2 (1-[3-(3-Cyclopentyl-2,3,4,5-tetrahydro-1H-benzo[d]azepin-7-yloxymethyl)-phenyl]-1-pyrrolidin-yl-methanone). Reaction SMILES: [NH:1]1[CH2:5][CH2:4][CH2:3][CH2:2]1.[CH:6]1([N:11]2[CH2:17][CH2:16][C:15]3[CH:18]=[C:19]([O:22][CH2:23][C:24]4[CH:25]=[C:26]([CH:30]=[CH:31][CH:32]=4)[C:27](O)=[O:28])[CH:20]=[CH:21][C:14]=3[CH2:13][CH2:12]2)[CH2:10][CH2:9][CH2:8][CH2:7]1>>[CH:6]1([N:11]2[CH2:17][CH2:16][C:15]3[CH:18]=[C:19]([O:22][CH2:23][C:24]4[CH:25]=[C:26]([C:27]([N:1]5[CH2:5][CH2:4][CH2:3][CH2:2]5)=[O:28])[CH:30]=[CH:31][CH:32]=4)[CH:20]=[CH:21][C:14]=3[CH2:13][CH2:12]2)[CH2:7][CH2:8][CH2:9][CH2:10]1. Procedure: Example 96 (E96) was prepared from pyrrolidine and 3-(3-cyclopentyl-2,3,4,5-tetrahydro-1H-benzo[d]azepin-7-yloxymethyl)-benzoic acid (E95) using the procedure outlined for Example 90 (E90); MS (ES+), m/e 419 [M+H]+.